Task: describe an organic reaction: reactants, conditions, products, and yield. Dataset: the Open Reaction Database (ORD), a public repository of structured organic reaction records Starting materials: N(=[N+]=[N-])[C@H]1[C@H](SC2=CC=CC=C2)O[C@@H]([C@H]([C@@H]1OCC1=CC=CC=C1)O)CN1C(C=2C(C1=O)=CC=CC2)=O (Phenyl 2-azido-2-deoxy-3-O-benzyl-6-deoxy-6-phthalimido-1-thio-β-D-glucopyranoside), C(C)(=O)OC(C)=O (acetic anhydride). Solvent: N1=CC=CC=C1 (pyridine). Run at time 3 day. The product is C(C)(=O)[C@@]1([C@@H]([C@H]([C@H](SC2=CC=CC=C2)O[C@@H]1CN1C(C=2C(C1=O)=CC=CC2)=O)N=[N+]=[N-])OCC2=CC=CC=C2)O (Phenyl 4-acetyl-2-azido-2-deoxy-3-O-benzyl-6-deoxy-6-phthalimido-1-thio-β-D-glucopyranoside). Isolated yield 597.5%. Reaction SMILES: [N:1]([C@@H:4]1[C@@H:16]([O:17][CH2:18][C:19]2[CH:24]=[CH:23][CH:22]=[CH:21][CH:20]=2)[C@H:15]([OH:25])[C@@H:14]([CH2:26][N:27]2[C:31](=[O:32])[C:30]3=[CH:33][CH:34]=[CH:35][CH:36]=[C:29]3[C:28]2=[O:37])[O:13][C@H:5]1[S:6][C:7]1[CH:12]=[CH:11][CH:10]=[CH:9][CH:8]=1)=[N+:2]=[N-:3].[C:38](OC(=O)C)(=[O:40])[CH3:39]>N1C=CC=CC=1>[C:38]([C@@:15]1([OH:25])[C@@H:14]([CH2:26][N:27]2[C:31](=[O:32])[C:30]3=[CH:33][CH:34]=[CH:35][CH:36]=[C:29]3[C:28]2=[O:37])[O:13][C@@H:5]([S:6][C:7]2[CH:8]=[CH:9][CH:10]=[CH:11][CH:12]=2)[C@H:4]([N:1]=[N+:2]=[N-:3])[C@H:16]1[O:17][CH2:18][C:19]1[CH:20]=[CH:21][CH:22]=[CH:23][CH:24]=1)(=[O:40])[CH3:39]. Reported procedure: Under an argon atmosphere, 19 (5.28 g, 10.2 mmol) was dissolved in pyridine (100 ml), and the solution was added with acetic anhydride (1.5 ml, 1.59 mmol, 1.56 equiv) with stirring. After three days, stirring was terminated, and the solvent was evaporated. The residue was dissolved in chloroform, and the solution was washed three times with saturated aqueous sodium hydrogencarbonate in a separating funnel. The organic layer was dried over anhydrous sodium sulfate, then recrystallization was perf... The reactants are Cl (HCl), BrC1=CC=C(CN2C=NC3=C2C=CC(=C3)C(=O)OC)C=C1 (methyl 1-(4-bromobenzyl)-1H-benzo[d]imidazole-5-carboxylate), [Li+].[OH-] (LiOH), 1120. The solvent is CO (Methanol). Run at time 8 hour. Product: BrC1=CC=C(CN2C=NC3=C2C=CC(=C3)C(=O)O)C=C1 (1-(4-bromobenzyl)-1H-benzo[d]imidazole-5-carboxylic acid). As a reaction SMILES: [Br:1][C:2]1[CH:21]=[CH:20][C:5]([CH2:6][N:7]2[C:11]3[CH:12]=[CH:13][C:14]([C:16]([O:18]C)=[O:17])=[CH:15][C:10]=3[N:9]=[CH:8]2)=[CH:4][CH:3]=1.[Li+].[OH-].Cl>CO>[Br:1][C:2]1[CH:3]=[CH:4][C:5]([CH2:6][N:7]2[C:11]3[CH:12]=[CH:13][C:14]([C:16]([OH:18])=[O:17])=[CH:15][C:10]=3[N:9]=[CH:8]2)=[CH:20][CH:21]=1 |f:1.2|. Reported procedure: The mixture of methyl 1-(4-bromobenzyl)-1H-benzo[d]imidazole-5-carboxylate (650 mg, 1.88 mmol) and LiOH (150 mg, 3.76 mmol) in Methanol (10 mL) and 1120 (5 mL) was stirred at RT overnight. Then the methanol was removed under the reduced pressure to get a residue, pH was adjusted to 7 with 3N HCl to give a large number of precipitation, then filtered and the filter cake was washed by water (5 mL×2), dried under vacuum to give the titled compound. Reactants: NC=1C(=C(C=CC1)C=1N=C(SC1C1=NC(=NC=C1)Cl)C1CCN(CC1)C(=O)OC(C)(C)C)F (1,1-dimethylethyl 4-[4-(3-amino-2-fluorophenyl)-5-(2-chloro-4-pyrimidinyl)-1,3-thiazol-2-yl]-1-piperidinecarboxylate), FC1=C(C(=CC=C1)F)S(=O)(=O)Cl (2,6-difluorobenzenesulfonyl chloride). Solvent: N1=CC=CC=C1 (pyridine). Run at time 3 hour. The product is ClC1=NC=CC(=N1)C1=C(N=C(S1)C1CCN(CC1)C(=O)OC(C)(C)C)C1=C(C(=CC=C1)NS(=O)(=O)C1=C(C=CC=C1F)F)F (1,1-dimethylethyl 4-[5-(2-chloro-4-pyrimidinyl)-4-(3-{[(2,6-difluorophenyl)sulfonyl]amino}-2-fluorophenyl)-1,3-thiazol-2-yl]-1-piperidinecarboxylate). The yield is 79.5%. As a reaction SMILES: [NH2:1][C:2]1[C:3]([F:33])=[C:4]([C:8]2[N:9]=[C:10]([CH:20]3[CH2:25][CH2:24][N:23]([C:26]([O:28][C:29]([CH3:32])([CH3:31])[CH3:30])=[O:27])[CH2:22][CH2:21]3)[S:11][C:12]=2[C:13]2[CH:18]=[CH:17][N:16]=[C:15]([Cl:19])[N:14]=2)[CH:5]=[CH:6][CH:7]=1.[F:34][C:35]1[CH:40]=[CH:39][CH:38]=[C:37]([F:41])[C:36]=1[S:42](Cl)(=[O:44])=[O:43]>N1C=CC=CC=1>[Cl:19][C:15]1[N:14]=[C:13]([C:12]2[S:11][C:10]([CH:20]3[CH2:25][CH2:24][N:23]([C:26]([O:28][C:29]([CH3:30])([CH3:32])[CH3:31])=[O:27])[CH2:22][CH2:21]3)=[N:9][C:8]=2[C:4]2[CH:5]=[CH:6][CH:7]=[C:2]([NH:1][S:42]([C:36]3[C:37]([F:41])=[CH:38][CH:39]=[CH:40][C:35]=3[F:34])(=[O:44])=[O:43])[C:3]=2[F:33])[CH:18]=[CH:17][N:16]=1. Procedure details: To a solution of 1,1-dimethylethyl 4-[4-(3-amino-2-fluorophenyl)-5-(2-chloro-4-pyrimidinyl)-1,3-thiazol-2-yl]-1-piperidinecarboxylate (300 mg, 0.612 mmol) in pyridine (3 mL) was added 2,6-difluorobenzenesulfonyl chloride (130 mg, 0.612 mmol), and the reaction mixture was stirred for 3 h. The reaction mixture was quenched with water (5 mL) and extracted with EtOAc (3×). The extracts were dried, filtered and concentrated. The residue was purified using column chromatography (40 to 100% EtOAc/hexan... The reactants are COC(C)(C)C, CC(=O)[O-], CC(=O)[O-], CN(C)CCN(C)C, CO, ClCCl, [Cu+2], O, COc1cc(B(O)O)ccc1OCC(C)(C)O, O=c1nc(C#Cc2ccccc2)cc[nH]1. Yields the product COc1cc(-n2ccc(C#Cc3ccccc3)nc2=O)ccc1OCC(C)(C)O. Reaction SMILES: [C:41]([O:42][CH3:43])([CH3:44])([CH3:45])[CH3:46].[C:53]([O-:54])(=[O:55])[CH3:56].[C:58]([O-:59])(=[O:60])[CH3:61].[CH3:33][N:34]([CH3:35])[CH2:36][CH2:37][N:38]([CH3:39])[CH3:40].[CH3:47][OH:48].[Cl:50][CH2:51][Cl:52].[Cu+2:57].[OH2:49].[OH:16][C:17]([CH2:18][O:19][c:20]1[c:21]([O:29][CH3:30])[cH:22][c:23]([B:26]([OH:27])[OH:28])[cH:24][cH:25]1)([CH3:31])[CH3:32].[c:1]1([C:7]#[C:8][c:9]2[n:10][c:11](=[O:15])[nH:12][cH:13][cH:14]2)[cH:2][cH:3][cH:4][cH:5][cH:6]1>>[c:1]1([C:7]#[C:8][c:9]2[n:10][c:11](=[O:15])[n:12](-[c:23]3[cH:22][c:21]([O:29][CH3:30])[c:20]([O:19][CH2:18][C:17]([OH:16])([CH3:31])[CH3:32])[cH:25][cH:24]3)[cH:13][cH:14]2)[cH:2][cH:3][cH:4][cH:5][cH:6]1. Starting materials: O=[O+][O-] (ozone), Br (HBr), bromide anion, Cl[O-] (hypochlorite), Cl (HCl), brominated urea, bromide ion, NC(=O)N (urea), bromide anion, NC(=O)N (urea), NC(=O)N (urea), Br (HBr), NC(=O)N (urea), [O-]Cl.[Na+] (NaOCl), Cl (HCl), Cl[O-] (hypochlorite), O([Li])Cl (LiOCl), bromide anion, persulfates, Br (HBr), Cl (HCl), BrNC(=O)N (bromourea), Br.NC(=O)N (urea hydrobromide), NC(=O)N (urea), peroxycarboxylic acids, Cl (HCl), NC(=O)N (urea), Br (HBr), [O-]Cl.[Na+] (NaOCl), NC(=O)N (urea), [O-]Cl.[Na+] (NaOCl), OO (hydrogen peroxide), peracetates, NC(=O)N (urea), Br (HBr), Br (HBr), BrNC(=O)N (bromourea), NC(=O)N (urea), OO (hydrogen peroxide), Cl.NC(=O)N (urea hydrochloride), Ca(OCl)2, [O-]O.NC(=O)N (urea hydroperoxide), BrNC(=O)N (bromourea), Br (HBr), NC(=O)N (urea), NC(=O)N (urea), NC(=O)N (urea), Br (HBr), NC(=O)N (urea), NC(=O)N (urea), Cl (HCl), Cl (HCl), NC(=O)N (urea), BrNC(=O)N (bromourea), NC(=O)N (urea), BrNC(=O)N (bromourea). Yields the product ClNC(=O)N (chlorourea), BrNC(=O)N (bromourea). RXN SMILES: [Br:1][NH:2][C:3]([NH2:5])=[O:4].[O-]Cl.[Na+].O([Cl:11])[Li].O=[O+][O-].[O-]O.NC(N)=O.OO.NC(N)=O.Br.Cl.Br.NC(N)=O.Cl[O-].Cl.NC(N)=O>>[Cl:11][NH:2][C:3]([NH2:5])=[O:4].[Br:1][NH:2][C:3]([NH2:5])=[O:4] |f:1.2,5.6,11.12,14.15|. Procedure details: The invention provides a method for manufacturing a bromourea derivative, comprising reacting a salt or adduct of a urea derivative of the general structure A-U, where A stands for an acid and U stands for the urea derivative, with an oxidizer, while combining or mixing aqueous solutions of said urea derivative, of said acid, and of said oxidizer, wherein said urea derivative is in a molar excess over said acid, and the molar ratio of said acid to said oxidizer is at least 1.0. Said urea derivat... The reactants are C(C=C)NCC(=O)O (allylglycine), O1CCOCC1 (dioxane), CC(C)(C)OC(=O)ON=C(C#N)C1=CC=CC=C1 (BOC-ON). Solvent: CCOCC (ether), O (water), C(C)N(CC)CC (triethylamine), O (water). Conditions: temperature 25 celsius, time 3.75 hour. Product: C(=O)(OC(C)(C)C)C=CCNCC(=O)O (N-BOC allylglycine). As a reaction SMILES: [CH2:1]([NH:4][CH2:5][C:6]([OH:8])=[O:7])[CH:2]=[CH2:3].O1CCOCC1.[CH3:15][C:16]([O:19][C:20](ON=C(C1C=CC=CC=1)C#N)=[O:21])([CH3:18])[CH3:17]>CCOCC.O.C(N(CC)CC)C>[C:20]([CH:3]=[CH:2][CH2:1][NH:4][CH2:5][C:6]([OH:8])=[O:7])([O:19][C:16]([CH3:18])([CH3:17])[CH3:15])=[O:21]. Reported procedure: A mixture of 884 mg of allylglycine, 4.6 ml of water, 4.6 ml of dioxane, 1.6 ml of triethylamine and 2.08 g BOC-ON is stirred for 3.75 hrs at 25° C. Then 15 ml of water and 20 ml of ether are added. The aqueous layer is separated, washed with ether, acidified to pH 2 with HCl, and filtered to isolate the crystalline product, 1.4. g, m.p. 109° C.